The task is: describe an organic reaction: reactants, conditions, products, and yield. This data is from the Open Reaction Database (ORD), a public repository of structured organic reaction records. The reactants are O=C([O-])[O-], CC(=O)O, CCO, CCOC(C)=O, [Fe], Cc1ncc([N+](=O)[O-])cc1I, [Na+], [Na+], O. Product: Cc1ncc(N)cc1I. RXN SMILES: [C:26](=[O:27])([O-:28])[O-:29].[CH3:12][C:13](=[O:14])[OH:15].[CH3:16][CH2:17][OH:18].[CH3:19][CH2:20][O:21][C:22]([CH3:23])=[O:24].[Fe:32].[I:1][c:2]1[c:3]([CH3:11])[n:4][cH:5][c:6]([N+:8]([O-:9])=[O:10])[cH:7]1.[Na+:30].[Na+:31].[OH2:25]>>[I:1][c:2]1[c:3]([CH3:11])[n:4][cH:5][c:6]([NH2:8])[cH:7]1.